Dataset: the Open Reaction Database (ORD), a public repository of structured organic reaction records. Task: describe an organic reaction: reactants, conditions, products, and yield The product is C(C)C1=NC2=C(N1C1=NC(=C3N=C(N(C3=N1)C)C=O)N1CCOCC1)C=CC=C2 (2-(2-Ethylbenzoimidazol-1-yl)-9-methyl-6-morpholin-4-yl-9H-purine-8-carbaldehyde). Yield: 57.5%. Solvent: O1CCOCC1 (dioxane). Procedure details: A mixture of Pd2(dba)3 (458 mg, 0.5 mmol), Xphos (954 mg, 2.0 mmol), 2-chloro-9-methyl-6-morpholin-4-yl-9H-purine-8-carbaldehyde (5.64 g, 20.0 mmol), 2-ethyl-1H-benzoimidazole (3.21 g, 22.0 mmol), cesium carbonate (9.78 g, 30.0 mmol) in dioxane (80 mL) was degassed for 5 min and heated at reflux for 18 h. The reaction mixture was filtered through a pad of celite while still hot, and the pad was washed with hot dioxane. The combined filtrate was concentrated under reduced pressure to give a resid... Reagents/catalysts: C=1C=CC(=CC1)/C=C/C(=O)/C=C/C2=CC=CC=C2.C=1C=CC(=CC1)/C=C/C(=O)/C=C/C2=CC=CC=C2.C=1C=CC(=CC1)/C=C/C(=O)/C=C/C2=CC=CC=C2.[Pd].[Pd] (Pd2(dba)3). As a reaction SMILES: CC(C1C=C(C(C)C)C(C2C=CC=CC=2P(C2CCCCC2)C2CCCCC2)=C(C(C)C)C=1)C.Cl[C:36]1[N:44]=[C:43]2[C:39]([N:40]=[C:41]([CH:46]=[O:47])[N:42]2[CH3:45])=[C:38]([N:48]2[CH2:53][CH2:52][O:51][CH2:50][CH2:49]2)[N:37]=1.[CH2:54]([C:56]1[NH:60][C:59]2[CH:61]=[CH:62][CH:63]=[CH:64][C:58]=2[N:57]=1)[CH3:55].C(=O)([O-])[O-].[Cs+].[Cs+]>O1CCOCC1.C1C=CC(/C=C/C(/C=C/C2C=CC=CC=2)=O)=CC=1.C1C=CC(/C=C/C(/C=C/C2C=CC=CC=2)=O)=CC=1.C1C=CC(/C=C/C(/C=C/C2C=CC=CC=2)=O)=CC=1.[Pd].[Pd]>[CH2:54]([C:56]1[N:57]([C:36]2[N:44]=[C:43]3[C:39]([N:40]=[C:41]([CH:46]=[O:47])[N:42]3[CH3:45])=[C:38]([N:48]3[CH2:53][CH2:52][O:51][CH2:50][CH2:49]3)[N:37]=2)[C:58]2[CH:64]=[CH:63][CH:62]=[CH:61][C:59]=2[N:60]=1)[CH3:55] |f:3.4.5,7.8.9.10.11|. The reactants are CC(C)C1=CC(=C(C(=C1)C(C)C)C2=C(C=CC=C2)P(C3CCCCC3)C4CCCCC4)C(C)C (Xphos), ClC1=NC(=C2N=C(N(C2=N1)C)C=O)N1CCOCC1 (2-chloro-9-methyl-6-morpholin-4-yl-9H-purine-8-carbaldehyde), C(C)C1=NC2=C(N1)C=CC=C2 (2-ethyl-1H-benzoimidazole), C([O-])([O-])=O.[Cs+].[Cs+] (cesium carbonate). Starting materials: ClC1=CC=2C3=C(NC2C=C1)C(=CNCC3)C(=O)OCC (ethyl 9-chloro-1,2,3,6-tetrahydroazepino[4,5-b]indole-5-carboxylate), FC=1C=C(C(=O)Cl)C=CC1 (3-fluorobenzoyl chloride). The product is ClC1=CC=2C3=C(NC2C=C1)C(=CN(CC3)C(C3=CC(=CC=C3)F)=O)C(=O)OCC (Ethyl 9-Chloro-3-(3-Fluorobenzoyl)-1,2,3,6-Tetrahydroazepino[4,5-b]Indole-5-Carboxylate). RXN SMILES: [Cl:1][C:2]1[CH:10]=[CH:9][C:8]2[NH:7][C:6]3[C:11]([C:16]([O:18][CH2:19][CH3:20])=[O:17])=[CH:12][NH:13][CH2:14][CH2:15][C:5]=3[C:4]=2[CH:3]=1.[F:21][C:22]1[CH:23]=[C:24]([CH:28]=[CH:29][CH:30]=1)[C:25](Cl)=[O:26]>>[Cl:1][C:2]1[CH:10]=[CH:9][C:8]2[NH:7][C:6]3[C:11]([C:16]([O:18][CH2:19][CH3:20])=[O:17])=[CH:12][N:13]([C:25](=[O:26])[C:24]4[CH:28]=[CH:29][CH:30]=[C:22]([F:21])[CH:23]=4)[CH2:14][CH2:15][C:5]=3[C:4]=2[CH:3]=1. Reported procedure: The title compound was prepared in a manner similar to that described in Example 2A by using ethyl 9-chloro-1,2,3,6-tetrahydroazepino[4,5-b]indole-5-carboxylate and 3-fluorobenzoyl chloride; 1H-NMR (CDCl3): δ 10.61 (1H, br s), 8.07 (1H, s), 7.46 (2H, m), 7.28 (4H, m), 7.14 (1H, dd), 4.25 (2H, q), 4.19 (2H, t), 3.21 (2H, t), 1.22 (3H, t); MS (ES): 413 (MH+). The reactants are CCOCC, O=C=Nc1ccc(Cl)cc1, Clc1ccc(C2=NNCC2c2ccccc2)cc1. Yields the product O=C(Nc1ccc(Cl)cc1)N1CC(c2ccccc2)C(c2ccc(Cl)cc2)=N1. As a reaction SMILES: [CH3:29][CH2:30][O:31][CH2:32][CH3:33].[Cl:19][c:20]1[cH:21][cH:22][c:23]([N:26]=[C:27]=[O:28])[cH:24][cH:25]1.[Cl:1][c:2]1[cH:3][cH:4][c:5]([C:8]2=[N:9][NH:10][CH2:11][CH:12]2[c:13]2[cH:14][cH:15][cH:16][cH:17][cH:18]2)[cH:6][cH:7]1>>[Cl:1][c:2]1[cH:3][cH:4][c:5]([C:8]2=[N:9][N:10]([C:27]([NH:26][c:23]3[cH:22][cH:21][c:20]([Cl:19])[cH:25][cH:24]3)=[O:28])[CH2:11][CH:12]2[c:13]2[cH:14][cH:15][cH:16][cH:17][cH:18]2)[cH:6][cH:7]1. Starting materials: O=C(O)C=C1CCC1, C1CCOC1, [K+], [K+], O=C([O-])[O-], CN(C)C=O, Sc1ccccc1. The product is O=C(O)CC1(Sc2ccccc2)CCC1. RXN SMILES: [C:14]1(=[CH:18][C:19](=[O:20])[OH:21])[CH2:15][CH2:16][CH2:17]1.[CH2:22]1[O:23][CH2:24][CH2:25][CH2:26]1.[K+:8].[K+:9].[O-:10][C:11]([O-:12])=[O:13].[O:27]=[CH:28][N:29]([CH3:30])[CH3:31].[SH:1][c:2]1[cH:3][cH:4][cH:5][cH:6][cH:7]1>>[S:1]([c:2]1[cH:3][cH:4][cH:5][cH:6][cH:7]1)[C:14]1([CH2:18][C:19](=[O:20])[OH:21])[CH2:15][CH2:16][CH2:17]1. Reactants: NC1=C(C(=O)N)C=C(C=N1)Cl (2-amino-5-chloronicotinamide), BrCC=1C=C(C#N)C=C(C1)F (3-(bromomethyl)-5-fluorobenzonitrile). Solvent: C(C)(=O)OCC (ethyl acetate), CN(C=O)C (N,N-dimethylformamide). Run at temperature 100 celsius, time 14 hour. Product: Br.ClC=1C=C(C(N(C1)CC1=CC(=CC(=C1)F)C#N)=N)C(=O)N (5-chloro-1-(3-cyano-5-fluorobenzyl)-2-imino-1,2-dihydropyridine-3-carboxamide hydrobromide). The yield is 20.5%. As a reaction SMILES: [NH2:1][C:2]1[N:10]=[CH:9][C:8]([Cl:11])=[CH:7][C:3]=1[C:4]([NH2:6])=[O:5].[Br:12][CH2:13][C:14]1[CH:15]=[C:16]([CH:19]=[C:20]([F:22])[CH:21]=1)[C:17]#[N:18]>CN(C)C=O.C(OCC)(=O)C>[BrH:12].[Cl:11][C:8]1[CH:7]=[C:3]([C:4]([NH2:6])=[O:5])[C:2](=[NH:1])[N:10]([CH2:13][C:14]2[CH:21]=[C:20]([F:22])[CH:19]=[C:16]([C:17]#[N:18])[CH:15]=2)[CH:9]=1 |f:4.5|. Procedure: (Step 4) To a solution of 2-amino-5-chloronicotinamide (0.15 g) in N,N-dimethylformamide (3 ml) was added 3-(bromomethyl)-5-fluorobenzonitrile (0.29 g) obtained in Step 3, and the mixture was stirred at 100° C. for 14 hr. The reaction mixture was diluted with ethyl acetate. The precipitate was collected by filtration and washed with ethyl acetate. The obtained precipitate was recrystallized from methanol-ethyl acetate to give the title compound (69 mg). Reactants: C(C)OC(=O)C=1CSC23C(=NC=CC21)C=CC=C3 (benzo[b]thieno[2,3-c]pyridine-3-carboxylic acid ethyl ester), N (ammonia). Run in C(C)O (ethanol). Run at time 15 minute. Yields the product S1CC(=C2C13C(=NC=C2)C=CC=C3)C(=O)N (benzo[b]thieno[2,3-c]pyridine-3-carboamide). Isolated yield 89.0%. As a reaction SMILES: C([O:3][C:4]([C:6]1[CH2:7][S:8][C:9]23[CH:18]=[CH:17][CH:16]=[CH:15][C:10]2=[N:11][CH:12]=[CH:13][C:14]=13)=O)C.[NH3:19]>C(O)C>[S:8]1[C:9]23[CH:18]=[CH:17][CH:16]=[CH:15][C:10]2=[N:11][CH:12]=[CH:13][C:14]3=[C:6]([C:4]([NH2:19])=[O:3])[CH2:7]1. Reported procedure: In 30 ml of ethanol was dissolved 487 mg of benzo[b]thieno[2,3-c]pyridine-3-carboxylic acid ethyl ester and ammonia gas was slowly blown into the solution for 15 minutes under ice-cooling. After allowing the solution to stand for 3 days at room temperature, crystals thus deposited were collected by filtration to provide 410 mg (yield of 89%) of benzo[b]thieno[2,3-c]pyridine-3-carboamide.